Dataset: the Open Reaction Database (ORD), a public repository of structured organic reaction records. Task: describe an organic reaction: reactants, conditions, products, and yield Reactants: O1C(OCC1)CN1C2=C(OCC1)C=CC=N2 (3,4-dihydro-4-[(1,3-dioxolan-2-yl)methyl]-2H-pyrido[3,2-b]-1,4-oxazine), C1(=CC=C(C=C1)S(=O)(=O)O)C (p-toluenesulfonic acid). Solvent: CC(=O)C (acetone), O (water). Yields the product O1C2=C(N(CC1)CC=O)N=CC=C2 (2-[3,4-dihydro-2H-pyrido[3,2-b]-1,4-oxazin-4-yl]acetaldehyde). Yield: 86.3%. Reaction SMILES: [O:1]1CCO[CH:2]1[CH2:6][N:7]1[CH2:12][CH2:11][O:10][C:9]2[CH:13]=[CH:14][CH:15]=[N:16][C:8]1=2.C1(C)C=CC(S(O)(=O)=O)=CC=1>CC(C)=O.O>[O:10]1[CH2:11][CH2:12][N:7]([CH2:6][CH:2]=[O:1])[C:8]2[N:16]=[CH:15][CH:14]=[CH:13][C:9]1=2. Reported procedure: A solution of 3,4-dihydro-4-[(1,3-dioxolan-2-yl)methyl]-2H-pyrido[3,2-b]-1,4-oxazine (0.13 g) in acetone (10 ml) and water (1 ml) was heated under reflux in the presence of p-toluenesulfonic acid (2.24 g) for 3 days. The mixture was concentrated in vacuo and the residue was poured into aqueous saturated sodium hydrogen carbonate solution. The water layer was extracted with ethyl acetate three times and the combined organic layers were dried over magnesium sulfate and concentrated in vacuo. The r... Reactants: CC1=C(C=CC(=C1)N(CC)CC)C(=O)C1=C(C(=O)O)C=CC=C1 (2-(2-methyl-4-diethylaminophenyl)carbonylbenzoic acid), O(C1=CC=CC=C1)CCN1C(=CC2=CC=CC=C12)C (1-(2-phenoxyethyl)-2-methylindole), C(C)(=O)OC(C)=O (acetic anhydride), [OH-].[NH4+] (ammonium hydroxide). Run in C1(=CC=CC=C1)C (toluene), C(C)(C)O (isopropyl alcohol). Reaction conditions: temperature 70 celsius. Product: O(C1=CC=CC=C1)CCN1C(=C(C2=CC=CC=C12)C1(OC(=O)C2=CC=CC=C12)C1=C(C=C(C=C1)N(CC)CC)C)C (3-[1-(2-phenoxyethyl)-2-methylindol-3-yl]-3-(2-methyl-4-diethylaminophenyl)phthalide). The yield is 93.2%. As a reaction SMILES: [CH3:1][C:2]1[CH:7]=[C:6]([N:8]([CH2:11][CH3:12])[CH2:9][CH3:10])[CH:5]=[CH:4][C:3]=1[C:13]([C:15]1[CH:23]=[CH:22][CH:21]=[CH:20][C:16]=1[C:17]([OH:19])=O)=[O:14].[O:24]([CH2:31][CH2:32][N:33]1[C:41]2[C:36](=[CH:37][CH:38]=[CH:39][CH:40]=2)[CH:35]=[C:34]1[CH3:42])[C:25]1[CH:30]=[CH:29][CH:28]=[CH:27][CH:26]=1.C(OC(=O)C)(=O)C.[OH-].[NH4+]>C1(C)C=CC=CC=1.C(O)(C)C>[O:24]([CH2:31][CH2:32][N:33]1[C:41]2[C:36](=[CH:37][CH:38]=[CH:39][CH:40]=2)[C:35]([C:13]2([C:3]3[CH:4]=[CH:5][C:6]([N:8]([CH2:9][CH3:10])[CH2:11][CH3:12])=[CH:7][C:2]=3[CH3:1])[C:15]3[C:16](=[CH:20][CH:21]=[CH:22][CH:23]=3)[C:17](=[O:19])[O:14]2)=[C:34]1[CH3:42])[C:25]1[CH:26]=[CH:27][CH:28]=[CH:29][CH:30]=1 |f:3.4|. Reported procedure: A mixture of 14.0 g of 2-(2-methyl-4-diethylaminophenyl)carbonylbenzoic acid, 10.0 g of 1-(2-phenoxyethyl)-2-methylindole and 500.0 ml of acetic anhydride was maintained at approximately 70° C. for approximately four hours. The reaction solution was cooled to ambient temperature and 25.0 ml of isopropyl alcohol was added. The resulting solution was poured slowly into a mixture of 500.0 ml of toluene and 50.0 ml of 5 percent aqueous ammonium hydroxide. The toluene layer was separated, washed with... The reactants are CC(=O)O[BH-](OC(C)=O)OC(C)=O, CNC(=O)n1ccc2cc(Oc3ccnc(NC(=O)N4CCC(=O)CC4)c3)ccc21, ClCCl, Cl, C1CNC1, [Na+]. Product: CNC(=O)n1ccc2cc(Oc3ccnc(NC(=O)N4CCC(N5CCC5)CC4)c3)ccc21. As a reaction SMILES: [C:6]([O:7][BH-:8]([O:9][C:10](=[O:11])[CH3:12])[O:13][C:14](=[O:15])[CH3:16])(=[O:17])[CH3:18].[CH3:20][NH:21][C:22](=[O:23])[n:24]1[cH:25][cH:26][c:27]2[cH:28][c:29]([O:33][c:34]3[cH:35][c:36]([NH:40][C:41](=[O:42])[N:43]4[CH2:44][CH2:45][C:46](=[O:49])[CH2:47][CH2:48]4)[n:37][cH:38][cH:39]3)[cH:30][cH:31][c:32]12.[Cl:50][CH2:51][Cl:52].[ClH:1].[NH:2]1[CH2:3][CH2:4][CH2:5]1.[Na+:19]>>[N:2]1([CH:46]2[CH2:45][CH2:44][N:43]([C:41]([NH:40][c:36]3[cH:35][c:34]([O:33][c:29]4[cH:28][c:27]5[cH:26][cH:25][n:24]([C:22]([NH:21][CH3:20])=[O:23])[c:32]5[cH:31][cH:30]4)[cH:39][cH:38][n:37]3)=[O:42])[CH2:48][CH2:47]2)[CH2:3][CH2:4][CH2:5]1.